From a dataset of the Open Reaction Database (ORD), a public repository of structured organic reaction records. describe an organic reaction: reactants, conditions, products, and yield The reactants are CC(C)(C)[Si](O[C@@H]1[C@]2(C)[C@@H](CC1)[C@@H]1C=CC3=CC(CC[C@@H]3[C@H]1CC2)=O)(C)C ((17β)-17-[[(1,1-dimethylethyl)dimethylsilyl]oxy]estra-4,6-dien-3-one), cuprate, [Li] (lithium), [Cl-].[NH4+] (ammonium chloride), N (ammonia), BrCC (Bromoethane), C(C)[Li] (ethyllithium), Cl[Si](C)(C)C (chlorotrimethylsilane). The reagents and catalysts are [Cu]I (copper(I) iodide). The solvent is O1CCCC1 (tetrahydrofuran), O1CCCC1 (tetrahydrofuran), C(C)OCC (diethyl ether). Conditions: temperature -30 celsius, time 30 minute. Product: CC(C)(C)[Si](O[C@@H]1[C@]2(C)[C@@H](CC1)[C@@H]1[C@@H](C=C3C=C(CC[C@@H]3[C@H]1CC2)O[Si](C)(C)C)CC)(C)C ((7α,17β)-17-[[(1,1-dimethylethyl)dimethylsilyl]oxy]-7-ethyl-3-[(trimethylsilyl)oxy]estra-3,5-diene). RXN SMILES: [Li].Br[CH2:3][CH3:4].C([Li])C.[CH3:8][C:9]([Si:12]([CH3:34])([CH3:33])[O:13][C@H:14]1[CH2:19][CH2:18][C@H:17]2[C@H:20]3[C@H:29]([CH2:30][CH2:31][C@:15]12[CH3:16])[C@@H:28]1[C:23](=[CH:24][C:25](=[O:32])[CH2:26][CH2:27]1)[CH:22]=[CH:21]3)([CH3:11])[CH3:10].Cl[Si:36]([CH3:39])([CH3:38])[CH3:37].[Cl-].[NH4+].N>O1CCCC1.[Cu]I.C(OCC)C>[CH3:11][C:9]([Si:12]([CH3:34])([CH3:33])[O:13][C@H:14]1[CH2:19][CH2:18][C@H:17]2[C@H:20]3[C@H:29]([CH2:30][CH2:31][C@:15]12[CH3:16])[C@@H:28]1[C:23]([CH:24]=[C:25]([O:32][Si:36]([CH3:39])([CH3:38])[CH3:37])[CH2:26][CH2:27]1)=[CH:22][C@H:21]3[CH2:3][CH3:4])([CH3:8])[CH3:10] |f:5.6,^1:0|. Procedure details: i)—A mixture of lithium (0.647 g) and dry diethyl ether (26 ml) was cooled to −30° C. Bromoethane (3.45 ml) was added dropwise while maintaining the temperature below −25° C. After 30 min. stirring at −30° C. the solution of ethyllithium was added dropwise to a suspension of copper(I) iodide (4.0 g) in dry tetrahydrofuran (40 ml), cooled to −40° C. The resulting cuprate solution was stirred at −30° C. for 30 min. and a solution of (17β)-17-[[(1,1-dimethylethyl)dimethylsilyl]oxy]estra-4,6-dien-3-...